Dataset: the Open Reaction Database (ORD), a public repository of structured organic reaction records. Task: describe an organic reaction: reactants, conditions, products, and yield The reactants are BrC1=C(C(=CC=2CCCCC12)C(C1=C(C=CC=C1)C)=O)O (1-bromo-3-(2-methylbenzoyl)-5,6,7,8-tetrahydro-2-naphthol), C(C)(=O)[O-].[Na+] (sodium acetate). Reagents/catalysts: [Pd] (palladium-on-carbon). Solvent: CO (methanol). Product: CC1=C(C(=O)C=2C(=CC=3CCCCC3C2)O)C=CC=C1 (3-(2-methylbenzoyl)-5,6,7,8-tetrahydro-2-naphthol). Isolated yield 95.4%. Reaction SMILES: Br[C:2]1[C:11]2[CH2:10][CH2:9][CH2:8][CH2:7][C:6]=2[CH:5]=[C:4]([C:12](=[O:20])[C:13]2[CH:18]=[CH:17][CH:16]=[CH:15][C:14]=2[CH3:19])[C:3]=1[OH:21].C([O-])(=O)C.[Na+]>[Pd].CO>[CH3:19][C:14]1[CH:15]=[CH:16][CH:17]=[CH:18][C:13]=1[C:12]([C:4]1[C:3]([OH:21])=[CH:2][C:11]2[CH2:10][CH2:9][CH2:8][CH2:7][C:6]=2[CH:5]=1)=[O:20] |f:1.2|. Procedure: A mixture of 1-bromo-3-(2-methylbenzoyl)-5,6,7,8-tetrahydro-2-naphthol (3.33 g), sodium acetate (0.82 g), 5% palladium-on-carbon (50% hydrate, 1.0 g) and methanol (10 ml) was subjected to catalytic reduction. After the theoretical amount of hydrogen had been absorbed, the catalyst was filtered off. The solvent was then distilled off and the residue was diluted with water and extracted with ethyl acetate. The extract was washed with water and dried (MgSO4) and the solvent was distilled off to giv... Starting materials: CC(C)(C)[Si](C)(C)OCCCI, COc1cc(CN2CCCC2=O)cc(OC)c1OC, [Li]C(C)CC, C1CCOC1, O. Product: COc1cc(CN2CCC(CCCO[Si](C)(C)C(C)(C)C)C2=O)cc(OC)c1OC. As a reaction SMILES: [C:30]([CH3:31])([CH3:32])([CH3:33])[Si:34]([O:35][CH2:36][CH2:37][CH2:38][I:39])([CH3:40])[CH3:41].[CH3:1][O:2][c:3]1[cH:4][c:5]([CH2:6][N:7]2[C:8](=[O:12])[CH2:9][CH2:10][CH2:11]2)[cH:13][c:14]([O:18][CH3:19])[c:15]1[O:16][CH3:17].[CH:25]([Li:26])([CH2:27][CH3:28])[CH3:29].[O:20]1[CH2:21][CH2:22][CH2:23][CH2:24]1.[OH2:42]>>[CH3:1][O:2][c:3]1[cH:4][c:5]([CH2:6][N:7]2[C:8](=[O:12])[CH:9]([CH2:38][CH2:37][CH2:36][O:35][Si:34]([C:30]([CH3:31])([CH3:32])[CH3:33])([CH3:40])[CH3:41])[CH2:10][CH2:11]2)[cH:13][c:14]([O:18][CH3:19])[c:15]1[O:16][CH3:17].